This data is from the Open Reaction Database (ORD), a public repository of structured organic reaction records. The task is: describe an organic reaction: reactants, conditions, products, and yield Starting materials: COC([C@@H](NC(C1=C(C=CC=C1Cl)Cl)=O)CC1=CC(=C(C=C1)C1=C(C=CC=C1OC)OC)[N+](=O)[O-])=O (N-(2,6-dichlorobenzoyl)-3-nitro-4-(2,6-dimethoxyphenyl)-L-phenylalanine methyl ester). The reagents and catalysts are [Ni] (Ni). Solvent: CO (MeOH). The product is COC([C@@H](NC(C1=C(C=CC=C1Cl)Cl)=O)CC1=CC(=C(C=C1)C1=C(C=CC=C1OC)OC)N)=O (N-(2,6-dichlorobenzoyl)-3-amino-4-(2,6-dimethoxyphenyl)-L-phenylalanine methyl ester). Yield: 83.7%. As a reaction SMILES: [CH3:1][O:2][C:3](=[O:36])[C@H:4]([CH2:16][C:17]1[CH:22]=[CH:21][C:20]([C:23]2[C:28]([O:29][CH3:30])=[CH:27][CH:26]=[CH:25][C:24]=2[O:31][CH3:32])=[C:19]([N+:33]([O-])=O)[CH:18]=1)[NH:5][C:6](=[O:15])[C:7]1[C:12]([Cl:13])=[CH:11][CH:10]=[CH:9][C:8]=1[Cl:14]>CO.[Ni]>[CH3:1][O:2][C:3](=[O:36])[C@H:4]([CH2:16][C:17]1[CH:22]=[CH:21][C:20]([C:23]2[C:28]([O:29][CH3:30])=[CH:27][CH:26]=[CH:25][C:24]=2[O:31][CH3:32])=[C:19]([NH2:33])[CH:18]=1)[NH:5][C:6](=[O:15])[C:7]1[C:12]([Cl:13])=[CH:11][CH:10]=[CH:9][C:8]=1[Cl:14]. Procedure: To a solution of N-(2,6-dichlorobenzoyl)-3-nitro-4-(2,6-dimethoxyphenyl)-L-phenylalanine methyl ester (1.07 g) in MeOH (15 mL) was added Raney-Ni (100 mg) and H2 gas was bubbled through the mixture for 15 min. The mixture was filtered through Celite and the filtrate was evaporated under reduced pressure. The residue was purified by column chromatography (silica gel; eluent: hexane to hexane/EtOAc 1:1) to give N-(2,6-dichlorobenzoyl)-3-amino-4-(2,6-dimethoxyphenyl)-L-phenylalanine methyl ester (8... The reactants are FC1=C(C=C(C=C1)OC)C1=C(C=C(C=C1)C(=O)OC)C1C(CCC1)C (Methyl 2′-fluoro-2-(2-methylcyclopentyl)-5′-(methyloxy)-1,1′-biphenyl-4-carboxylate), [H-].[H-].[H-].[H-].[Li+].[Al+3] (LAH). Solvent: C1CCOC1 (THF). Run at time 15 minute. Product: FC1=C(C=C(C=C1)OC)C1=C(C=C(C=C1)CO)C1C(CCC1)C ((2′-Fluoro-2-(2-methylcyclopentyl)-5′-(methyloxy)-1,1′-biphenyl-4-yl)methanol). The yield is 94.4%. As a reaction SMILES: [F:1][C:2]1[CH:7]=[CH:6][C:5]([O:8][CH3:9])=[CH:4][C:3]=1[C:10]1[CH:15]=[CH:14][C:13]([C:16](OC)=[O:17])=[CH:12][C:11]=1[CH:20]1[CH2:24][CH2:23][CH2:22][CH:21]1[CH3:25].[H-].[H-].[H-].[H-].[Li+].[Al+3]>C1COCC1>[F:1][C:2]1[CH:7]=[CH:6][C:5]([O:8][CH3:9])=[CH:4][C:3]=1[C:10]1[CH:15]=[CH:14][C:13]([CH2:16][OH:17])=[CH:12][C:11]=1[CH:20]1[CH2:24][CH2:23][CH2:22][CH:21]1[CH3:25] |f:1.2.3.4.5.6|. Procedure: A 200 mL round bottom flask was charged with 66.56G (0.31 g, 0.91 mmol) and THF (10 mL). To the solution was added LAH (1.0 M in THF) (0.91 mL, 0.91 mmol) dropwise at room temperature. The resulting solution was stirred for 15 minutes, quenched with saturated aqueous Rochelle salt, and extracted with ether. The combined organic layers were dried (MgSO4) and concentrated. The initial product was purified by silica gel flash chromatography (0-30% EtOAc/hexane) to afford 66.56H (mixture of diastere... Reactants: [Sn](Cl)Cl (tin(II) chloride), COC=1C=C(C=C(C1)C(F)(F)F)N (3-methoxy-5-trifluoromethyl-phenylamine), [OH-].[Na+] (NaOH), N(=O)[O-].[Na+] (sodium nitrite). Run in Cl (HCl), Cl (HCl), O (water). Reaction conditions: temperature 0 celsius, time 30 minute. Yields the product COC=1C=C(C=C(C1)C(F)(F)F)NN ((3-Methoxy-5-trifluoromethyl-phenyl)-hydrazine). The yield is 92.6%. As a reaction SMILES: [CH3:1][O:2][C:3]1[CH:4]=[C:5]([NH2:13])[CH:6]=[C:7]([C:9]([F:12])([F:11])[F:10])[CH:8]=1.[N:14]([O-])=O.[Na+].[Sn](Cl)Cl.[OH-].[Na+]>Cl.O>[CH3:1][O:2][C:3]1[CH:4]=[C:5]([NH:13][NH2:14])[CH:6]=[C:7]([C:9]([F:11])([F:10])[F:12])[CH:8]=1 |f:1.2,4.5|. Procedure details: Following the procedure described in Journal of Organic Chemistry (1972), 37(18), 2849-53, 0.5 g (2.62 mmol) of 3-methoxy-5-trifluoromethyl-phenylamine was suspended in 4.6 ml of 25% aqueous HCl, cooled (0° C.) and carefully treated (without exceeding 10° C.) with 0.189 g (2.75 mmol) of sodium nitrite dissolved in 2.7 ml of water. The solution was stirred for 1 h at this temperature and 30 min at RT. Then, 2.48 g (13.08 mmol) of tin(II) chloride in 2.5 ml of 25% aqueous HCl were dropped carefull... The reactants are N#N (N2), C(C)(C)(C)[Si](OC(C)C=1OC(=CN1)CN1N=CC(=N1)NC(=O)C=1N=C(OC1C1=CC(=CC=C1)OC(F)(F)F)C)(C)C (2-methyl-5-(3-trifluoromethoxy-phenyl)-oxazole-4-carboxylic acid (2-{2-[1-(tert-butyl-dimethyl-silanyloxy)-ethyl]-oxazol-5-ylmethyl}-2H-[1,2,3]triazol-4-yl)-amide), CCCC[N+](CCCC)(CCCC)CCCC.[F-] (TBAF), solution. Run in C1CCOC1 (THF), C1CCOC1 (THF), CC(OCC)=O (EA). Run at temperature 0 celsius, time 45 minute. The product is OC(C)C=1OC(=CN1)CN1N=CC(=N1)NC(=O)C=1N=C(OC1C1=CC(=CC=C1)OC(F)(F)F)C (2-Methyl-5-(3-trifluoromethoxy-phenyl)-oxazole-4-carboxylic acid {2-[2-(1-hydroxy-ethyl)-oxazol-5-ylmethyl]-2H-[1,2,3]triazol-4-yl}-amide). RXN SMILES: N#N.C([Si](C)(C)[O:8][CH:9]([C:11]1[O:12][C:13]([CH2:16][N:17]2[N:21]=[C:20]([NH:22][C:23]([C:25]3[N:26]=[C:27]([CH3:41])[O:28][C:29]=3[C:30]3[CH:35]=[CH:34][CH:33]=[C:32]([O:36][C:37]([F:40])([F:39])[F:38])[CH:31]=3)=[O:24])[CH:19]=[N:18]2)=[CH:14][N:15]=1)[CH3:10])(C)(C)C.CCCC[N+](CCCC)(CCCC)CCCC.[F-]>C1COCC1.CC(=O)OCC>[OH:8][CH:9]([C:11]1[O:12][C:13]([CH2:16][N:17]2[N:21]=[C:20]([NH:22][C:23]([C:25]3[N:26]=[C:27]([CH3:41])[O:28][C:29]=3[C:30]3[CH:35]=[CH:34][CH:33]=[C:32]([O:36][C:37]([F:38])([F:39])[F:40])[CH:31]=3)=[O:24])[CH:19]=[N:18]2)=[CH:14][N:15]=1)[CH3:10] |f:2.3|. Reported procedure: In a flame dried round-bottomed flask equipped with a magnetic stir bar and under inert atmosphere (N2), a solution of 2-methyl-5-(3-trifluoromethoxy-phenyl)-oxazole-4-carboxylic acid (2-{2-[1-(tert-butyl-dimethyl-silanyloxy)-ethyl]-oxazol-5-ylmethyl}-2H-[1,2,3]triazol-4-yl)-amide (122 mg, 0.21 mmol) in dry THF (2.0 mL) was treated at 0° C. with TBAF (0.41 mL of a 1M solution in THF, 0.41 mmol). The reaction mixture was stirred at 0° C. for 45 min. The mixture was then diluted with EA (10 mL), w... The reactants are CC(=O)O, O=C1NC(=O)C2(N1)C(=O)N(Cc1ccc(Cl)c(Cl)c1)c1ccccc12, O, O=S(=O)(Cl)Cl. Product: O=C1NC(=O)C2(N1)C(=O)N(Cc1ccc(Cl)c(Cl)c1)c1ccc(Cl)cc12. As a reaction SMILES: [CH3:32][C:33](=[O:34])[OH:35].[Cl:6][c:7]1[cH:8][c:9]([CH2:10][N:11]2[C:12](=[O:26])[C:13]3([NH:14][C:15](=[O:19])[NH:16][C:17]3=[O:18])[c:20]3[cH:21][cH:22][cH:23][cH:24][c:25]32)[cH:27][cH:28][c:29]1[Cl:30].[OH2:31].[S:1]([Cl:2])(=[O:3])([Cl:4])=[O:5]>>[Cl:4][c:22]1[cH:21][c:20]2[c:25]([cH:24][cH:23]1)[N:11]([CH2:10][c:9]1[cH:8][c:7]([Cl:6])[c:29]([Cl:30])[cH:28][cH:27]1)[C:12](=[O:26])[C:13]21[NH:14][C:15](=[O:19])[NH:16][C:17]1=[O:18]. Starting materials: [OH-].[Na+] (NaOH), C(C)OC(=O)[C@@]1(CN(CCC1)CC1=CC=CC=C1)C ((S)-1-Benzyl-3-methylpiperidine-3-carboxylic acid ethyl ester), [H-].[H-].[H-].[H-].[Li+].[Al+3] (LiAlH4). The solvent is C1CCOC1 (THF), C1CCOC1 (THF). Product: C(C1=CC=CC=C1)N1C[C@@](CCC1)(C)CO ((S)-(1-Benzyl-3-methylpiperidin-3-yl)methanol). Isolated yield 93.4%. Reaction SMILES: C([O:3][C:4]([C@@:6]1([CH3:19])[CH2:11][CH2:10][CH2:9][N:8]([CH2:12][C:13]2[CH:18]=[CH:17][CH:16]=[CH:15][CH:14]=2)[CH2:7]1)=O)C.[H-].[H-].[H-].[H-].[Li+].[Al+3].[OH-].[Na+]>C1COCC1>[CH2:12]([N:8]1[CH2:9][CH2:10][CH2:11][C@@:6]([CH2:4][OH:3])([CH3:19])[CH2:7]1)[C:13]1[CH:18]=[CH:17][CH:16]=[CH:15][CH:14]=1 |f:1.2.3.4.5.6,7.8|. Procedure details: (S)-1-Benzyl-3-methylpiperidine-3-carboxylic acid ethyl ester (1.64 g, 6.3 mmol) in dry THF (20 ml) was slowly added to a stirred suspension of LiAlH4 (0.71 g, 18.8 mmol) in dry THF (20 ml) under nitrogen atmosphere. After the addition the mixture was refluxed for 1.5 h. The solution was cooled with an ice bath, stirred vigorously and 2.5 M NaOH was added carefully drop by drop until no reaction occurred and a white precipitate was formed. The solvent was decanted and the solid washed with EtOAc...